Dataset: the Open Reaction Database (ORD), a public repository of structured organic reaction records. Task: describe an organic reaction: reactants, conditions, products, and yield Starting materials: FC=1C=C2C(=CNC2=C(C1)F)C=1CCN(CC1)C (5,7-difluoro-3-(1-methyl-1,2,3,6-tetrahydro-4-pyridinyl)-1H-indole), C1(=CC=CC2=CC=CC=C12)S(=O)(=O)Cl (1-naphthalenesulfonyl chloride), C[Si](C)(C)[N-][Si](C)(C)C.[Na+] (NaN(TMS)2). The solvent is C1CCOC1 (THF). Product: FC=1C=C2C(=CN(C2=C(C1)F)S(=O)(=O)C1=CC=CC2=CC=CC=C12)C=1CCN(CC1)C (5,7-Difluoro-3-(1-methyl-1,2,3,6-tetrahydro-4-pyridinyl)-1-(1-naphthylsulfonyl)indole). As a reaction SMILES: [F:1][C:2]1[CH:3]=[C:4]2[C:8](=[C:9]([F:11])[CH:10]=1)[NH:7][CH:6]=[C:5]2[C:12]1[CH2:13][CH2:14][N:15]([CH3:18])[CH2:16][CH:17]=1.[C:19]1([S:29](Cl)(=[O:31])=[O:30])[C:28]2[C:23](=[CH:24][CH:25]=[CH:26][CH:27]=2)[CH:22]=[CH:21][CH:20]=1.C[Si]([N-][Si](C)(C)C)(C)C.[Na+]>C1COCC1>[F:1][C:2]1[CH:3]=[C:4]2[C:8](=[C:9]([F:11])[CH:10]=1)[N:7]([S:29]([C:19]1[C:28]3[C:23](=[CH:24][CH:25]=[CH:26][CH:27]=3)[CH:22]=[CH:21][CH:20]=1)(=[O:31])=[O:30])[CH:6]=[C:5]2[C:12]1[CH2:13][CH2:14][N:15]([CH3:18])[CH2:16][CH:17]=1 |f:2.3|. Procedure details: (9.2 mg, 52%); from 5,7-difluoro-3-(1-methyl-1,2,3,6-tetrahydro-4-pyridinyl)-1H-indole (Example 4g, 10 mg, 0.04 mmol) and 1-naphthalenesulfonyl chloride (13.6 mg, 0.06 mmol) with 1M NaN(TMS)2 (60 μL, 0.06 mmol) in THF (0.5 mL) at RT. As a reaction SMILES: [CH2:1]([c:2]1[cH:3][cH:4][cH:5][cH:6][cH:7]1)[O:8][C:9](=[O:10])[NH:11][CH:12]([CH:13]([CH3:14])[CH3:15])[P:16]([OH:17])([OH:18])=[O:19].[CH3:24][O:25][C:26]([CH:27]([c:28]1[cH:29][c:30]([NH:34][C:35](=[O:36])[O:37][C:38]([CH3:39])([CH3:40])[CH3:41])[cH:31][cH:32][cH:33]1)[OH:42])=[O:43].[Na+:48].[O-:44][C:45]([OH:46])=[O:47].[O:49]=[CH:50][N:51]([CH3:52])[CH3:53].[S:20]([Cl:21])([Cl:22])=[O:23]>>[CH2:1]([c:2]1[cH:3][cH:4][cH:5][cH:6][cH:7]1)[O:8][C:9](=[O:10])[NH:11][CH:12]([CH:13]([CH3:14])[CH3:15])[P:16](=[O:17])([OH:18])[O:19][CH:27]([C:26]([O:25][CH3:24])=[O:43])[c:28]1[cH:29][c:30]([NH:34][C:35](=[O:36])[O:37][C:38]([CH3:39])([CH3:40])[CH3:41])[cH:31][cH:32][cH:33]1. The reactants are CC(C)C(NC(=O)OCc1ccccc1)P(=O)(O)O, COC(=O)C(O)c1cccc(NC(=O)OC(C)(C)C)c1, [Na+], O=C([O-])O, CN(C)C=O, O=S(Cl)Cl. Yields the product COC(=O)C(OP(=O)(O)C(NC(=O)OCc1ccccc1)C(C)C)c1cccc(NC(=O)OC(C)(C)C)c1. Run at temperature 150 celsius, time 24 hour. Starting materials: COC(=O)c2ccc1cc(OC(=O)C(C)(C)C)ccc1c2 (substrate), O=C(Cc1ccccc1)c2ccccc2 (effective_coupling_partner). Reagents/catalysts: dcypt. The product is COC(=O)c4ccc3cc(C(C(=O)c1ccccc1)c2ccccc2)ccc3c4. The reactants are N(CCO)CCO (Diethanolamine), CN(C)CCNC(C1=C(C=CC(=C1)[N+](=O)[O-])Cl)=O (N-[(N,N-dimethylamino)ethyl]-2-chloro-5-nitrobenzamide). Run in CS(=O)C (DMSO). Run at temperature 150 celsius, time 3.5 hour. Yields the product CN(C)CCNC(C1=C(C=CC(=C1)[N+](=O)[O-])N(CCO)CCO)=O (N-[(N,N-Dimethylamino)ethyl]-2-[N,N-bis(2-hydroxyethyl)amino]-5-nitrobenzamide), oil. Yield: 38.0%. RXN SMILES: [NH:1]([CH2:5][CH2:6][OH:7])[CH2:2][CH2:3][OH:4].[CH3:8][N:9]([CH2:11][CH2:12][NH:13][C:14](=[O:25])[C:15]1[CH:20]=[C:19]([N+:21]([O-:23])=[O:22])[CH:18]=[CH:17][C:16]=1Cl)[CH3:10]>CS(C)=O>[CH3:10][N:9]([CH2:11][CH2:12][NH:13][C:14](=[O:25])[C:15]1[CH:20]=[C:19]([N+:21]([O-:23])=[O:22])[CH:18]=[CH:17][C:16]=1[N:1]([CH2:5][CH2:6][OH:7])[CH2:2][CH2:3][OH:4])[CH3:8]. Reported procedure: Diethanolamine (5 g; 48.6 mmol) was added to a solution of 5 g (18.4 mmol) of N-[(N,N-dimethylamino)ethyl]-2-chloro-5-nitrobenzamide in 10 ml of DMSO, followed by stirring at 150° C. for 3.5 hours. After the resulting mixture was cooled to room temperature, it was extracted with ethyl acetate. Magnesium sulfate was added to the extract to dry the same, and the solvent was then distilled out under reduced pressure. The residue was purified by chromatography on a silica gel column (ethyl acetate/m... Starting materials: C1(CCC1)OC(=O)N1CCN(CC1)C([C@H](CCCCOCC1=CC=CC=C1)NC(=O)OCC1C2=CC=CC=C2C=2C=CC=CC12)=O ((S)-4-[6-Benzyloxy-2-(9H-fluoren-9-ylmethoxycarbonylamino)-hexanoyl]-piperazine-1-carboxylic acid cyclobutyl ester), N1CCOCC1 (morpholine). Run in CN(C)C=O (DMF). Conditions: time 2 hour. Product: C1(CCC1)OC(=O)N1CCN(CC1)C([C@H](CCCCOCC1=CC=CC=C1)N)=O ((S)-4-(2-Amino-6-benzyloxy-hexanoyl)-piperazine-1-carboxylic acid cyclobutyl ester). Reaction SMILES: [CH:1]1([O:5][C:6]([N:8]2[CH2:13][CH2:12][N:11]([C:14](=[O:46])[C@@H:15]([NH:28]C(OCC3C4C=CC=CC=4C4C3=CC=CC=4)=O)[CH2:16][CH2:17][CH2:18][CH2:19][O:20][CH2:21][C:22]3[CH:27]=[CH:26][CH:25]=[CH:24][CH:23]=3)[CH2:10][CH2:9]2)=[O:7])[CH2:4][CH2:3][CH2:2]1.N1CCOCC1>CN(C=O)C>[CH:1]1([O:5][C:6]([N:8]2[CH2:13][CH2:12][N:11]([C:14](=[O:46])[C@@H:15]([NH2:28])[CH2:16][CH2:17][CH2:18][CH2:19][O:20][CH2:21][C:22]3[CH:27]=[CH:26][CH:25]=[CH:24][CH:23]=3)[CH2:10][CH2:9]2)=[O:7])[CH2:4][CH2:3][CH2:2]1. Procedure: To a solution of 726 mg (S)-4-[6-Benzyloxy-2-(9H-fluoren-9-ylmethoxycarbonylamino)-hexanoyl]-piperazine-1-carboxylic acid cyclobutyl ester in 4.0 ml DMF were added at room temperature 1.0 ml morpholine. After stirring for 2 h the reaction mixture was evaporated and the crude product thus obtained used in the next step without further purification. Reactants: ClC1=NC=C(C(=N1)Cl)CC=1C=NC(=CC1)C (2,4-dichloro-5-[(6-methyl-3-pyridinyl)methyl]pyrimidine), C(C)O (ethanol), [Na] (sodium), C(C)O (ethanol). Reaction conditions: time 18 hour. The product is ClC1=NC=C(C(=N1)OCC)CC=1C=NC(=CC1)C (2-chloro-4-ethoxy-5-[(6-methyl-3-pyridinyl)methyl]pyrimidine). Yield: 90.0%. RXN SMILES: [Cl:1][C:2]1[N:7]=[C:6](Cl)[C:5]([CH2:9][C:10]2[CH:11]=[N:12][C:13]([CH3:16])=[CH:14][CH:15]=2)=[CH:4][N:3]=1.[Na].[CH2:18]([OH:20])[CH3:19]>>[Cl:1][C:2]1[N:7]=[C:6]([O:20][CH2:18][CH3:19])[C:5]([CH2:9][C:10]2[CH:11]=[N:12][C:13]([CH3:16])=[CH:14][CH:15]=2)=[CH:4][N:3]=1 |^1:16|. Procedure details: To a stirred solution of 8.1 g (32 mmol) of 2,4-dichloro-5-[(6-methyl-3-pyridinyl)methyl]pyrimidine prepared as in Example 1 in 200 ml of ethanol at 10° was added dropwise over 1 hour a solution of 0.8 g (35 mg-atom) of sodium metal in 100 ml of ethanol. The resulting mixture was stirred for 18 hours at room temperature, concentrated, and the resulting oil dissolved in 100 ml of ethyl acetate. The resulting solution was washed with water, dried over sodium sulfate, filtered and concentrated to g... The reagents and catalysts are O=[Pt]=O (PtO2). Reaction conditions: time 8 hour. Product: CN1CCC(CC1)OC1C2=NC(=CN2CCC2=C1C=CC=C2)CCC2=CC=CC=C2 (4-(1-methylpiperidin-4-yloxy)-2-phenethyl-9,10-dihydro-4H-3,10a-diaza-benzo[f]azulene). Reactants: CN1CCC(CC1)OC1C2=NC=C(N2CCC2=C1C=CC=C2)C#CC2=CC=CC=C2 (4-(1-methylpiperidin-4-yloxy)-2-phenylethynyl-9,10-dihydro-4H-3,10a-diaza-benzo[f]azulene). Reported procedure: To a solution of 4-(1-methylpiperidin-4-yloxy)-2-phenylethynyl-9,10-dihydro-4H-3,10a-diaza-benzo[f]azulene (example 34) (50 mg, 0.126 mmole) in MeOH (1.3 mL) is added PtO2 (1.4 mg). The flask is evacuated and filled with hydrogen (balloon). The reaction mixture is stirred at room temperature overnight, then filtered on celite and cake washed with MeOH. Solvent is removed under reduced pressure. The residue is pre-purified by silica gel chromatography using (CH2Cl2:MeOH:NH4OH) as eluent with a gr... Run in CO (MeOH). Reaction SMILES: [CH3:1][N:2]1[CH2:7][CH2:6][CH:5]([O:8][CH:9]2[C:18]3[CH:19]=[CH:20][CH:21]=[CH:22][C:17]=3[CH2:16][CH2:15][N:14]3[C:10]2=[N:11][CH:12]=[C:13]3C#CC2C=CC=CC=2)[CH2:4][CH2:3]1>CO.O=[Pt]=O>[CH3:1][N:2]1[CH2:3][CH2:4][CH:5]([O:8][CH:9]2[C:18]3[CH:19]=[CH:20][CH:21]=[CH:22][C:17]=3[CH2:16][CH2:15][N:14]3[C:10]2=[N:11][C:12]([CH2:15][CH2:16][C:17]2[CH:22]=[CH:21][CH:20]=[CH:19][CH:18]=2)=[CH:13]3)[CH2:6][CH2:7]1. Starting materials: CN(S(=O)(=O)C=1C=CC=2N(C1)N=CC2C(=O)Cl)C (6-Dimethylsulfamoyl-pyrazolo[1,5-a]pyridine-3-carbonyl chloride), NC=1C=C(C(=O)NC2=CC(=CC=C2)C(F)(F)F)C=CC1C (3-amino-4-methyl-N-(3-trifluoromethyl-phenyl)-benzamide). Product: CC1=C(C=C(C=C1)C(NC1=CC(=CC=C1)C(F)(F)F)=O)NC(=O)C=1C=NN2C1C=CC(=C2)S(N(C)C)(=O)=O (6-Dimethylsulfamoyl-pyrazolo[1,5-a]pyridine-3-carboxylic acid [2-methyl-5-(3-trifluoromethyl-phenylcarbamoyl)-phenyl]-amide). Solvent: N1=CC=CC=C1 (pyridine). Reaction SMILES: [CH3:1][N:2]([CH3:18])[S:3]([C:6]1[CH:7]=[CH:8][C:9]2[N:10]([N:12]=[CH:13][C:14]=2[C:15](Cl)=[O:16])[CH:11]=1)(=[O:5])=[O:4].[NH2:19][C:20]1[CH:21]=[C:22]([CH:36]=[CH:37][C:38]=1[CH3:39])[C:23]([NH:25][C:26]1[CH:31]=[CH:30][CH:29]=[C:28]([C:32]([F:35])([F:34])[F:33])[CH:27]=1)=[O:24]>N1C=CC=CC=1>[CH3:39][C:38]1[CH:37]=[CH:36][C:22]([C:23](=[O:24])[NH:25][C:26]2[CH:31]=[CH:30][CH:29]=[C:28]([C:32]([F:33])([F:34])[F:35])[CH:27]=2)=[CH:21][C:20]=1[NH:19][C:15]([C:14]1[CH:13]=[N:12][N:10]2[CH:11]=[C:6]([S:3](=[O:5])(=[O:4])[N:2]([CH3:18])[CH3:1])[CH:7]=[CH:8][C:9]=12)=[O:16]. Reported procedure: 6-Dimethylsulfamoyl-pyrazolo[1,5-a]pyridine-3-carbonyl chloride (200 mg, 0.35 mmol) and 3-amino-4-methyl-N-(3-trifluoromethyl-phenyl)-benzamide are reacted in 2 ml dry pyridine at r.t. for 18 hrs. The solvent is removed under reduced pressure. The product is isolated by automated column chromatography and is dried at the high vacuum pump, yielding the title compound as a white solid. The reactants are P(=O)(O)(O)CN(CC(=O)O)CC(=O)O (N-phosphonomethyl-imino diacetic acid), OO (hydrogen peroxide), S(O)(O)(=O)=O (sulphuric acid), 34g. Yields the product P(=O)(O)(O)CNCC(=O)O (N-phosphonomethyl-glycine). Yield: 72.1%. Reaction SMILES: [P:1]([CH2:5][N:6](CC(O)=O)[CH2:7][C:8]([OH:10])=[O:9])([OH:4])([OH:3])=[O:2].S(=O)(=O)(O)O.OO>>[P:1]([CH2:5][NH:6][CH2:7][C:8]([OH:10])=[O:9])([OH:4])([OH:3])=[O:2]. Reported procedure: According to the process of the invention totally 790 g (3.48 mole) of N-phosphonomethyl-imino diacetic acid, 70 g of sulphuric acid and 1044 g of 34g (10.44 mole) hydrogen peroxide were used. 320 g of sulphuric acidic waste crystallisation mother liquor solution, 440.2 g (2.51 mole) of 96.2% N-phosphonomethyl-glycine were formed, corresponding to a yield of 72.0%. Boiling point: 203° C.